Task: describe an organic reaction: reactants, conditions, products, and yield. Dataset: the Open Reaction Database (ORD), a public repository of structured organic reaction records Reactants: ClC1S(C2=C(C1=O)C=C(C=C2)C)=CC(=O)O (2-chlorocarboxymethylene-5-methyl-[2H]-benzothiophen-3-one), C1(=CC=CC=C1)S (thiophenol), C(C)(=O)O (acetic acid). Product: S1C(=CC=C1)C1S(C2=C(C1=O)C(=CC=C2)C)=CC(=O)O (2-thiophenyl-carboxymethylene-4-methylbenzothiophen-3-one). Yield: 85.4%. RXN SMILES: Cl[CH:2]1[C:6](=[O:7])[C:5]2[CH:8]=[C:9](C)[CH:10]=[CH:11][C:4]=2[S:3]1=[CH:13][C:14]([OH:16])=[O:15].[C:17]1([SH:23])[CH:22]=[CH:21][CH:20]=CC=1.[C:24](O)(=O)C>>[S:23]1[CH:17]=[CH:22][CH:21]=[C:20]1[CH:2]1[C:6](=[O:7])[C:5]2[C:8]([CH3:24])=[CH:9][CH:10]=[CH:11][C:4]=2[S:3]1=[CH:13][C:14]([OH:16])=[O:15]. Procedure: 25.5 g (0.1 mole) of 2-chlorocarboxymethylene-5-methyl-[2H]-benzothiophen-3-one (obtained in accordance with German Offenlegungsschrift No. 2 804 842) are suspended at 20° C. in 300 ml of anhydrous acetic acid and to this suspension are added 11 g (0.1 mole) of thiophenol. The reaction mixture is then heated for 11/2 hours to 50° C. After cooling, the orange red precipitate is collected by filtration, washed with anhydrous acetic acid and dried at 60° C./13000 Pa, affording 28 g (85.4% of theory... The reactants are OC1=CC=C(C(=O)NC2=CC=C(C=C2)[N+](=O)[O-])C=C1 (4-hydroxy-4'-nitrobenzanilide). Run in C(C)O (ethanol). Reaction conditions: temperature 25 celsius, time 23.3 hour. Yields the product OC1=CC=C(C(=O)NC2=CC=C(C=C2)N)C=C1 (4-Hydroxy-4'-aminobenzanilide). Reaction SMILES: [OH:1][C:2]1[CH:19]=[CH:18][C:5]([C:6]([NH:8][C:9]2[CH:14]=[CH:13][C:12]([N+:15]([O-])=O)=[CH:11][CH:10]=2)=[O:7])=[CH:4][CH:3]=1>C(O)C>[OH:1][C:2]1[CH:19]=[CH:18][C:5]([C:6]([NH:8][C:9]2[CH:14]=[CH:13][C:12]([NH2:15])=[CH:11][CH:10]=2)=[O:7])=[CH:4][CH:3]=1. Procedure: A portion (44.1 grams, 0.1708 mole) of 4-hydroxy-4'-nitrobenzanilide from A. above and ethanol (300 milliliters) are added to a 400 milliliter heavy walled glass bottle then sparged with nitrogen. After removal of air by nitrogen sparaing, Raney nickel catalyst (5.5 grams of a 75% wt. slurry in water at pH 10) is added to the slurry in the glass bottle which is then stoppered and multiply purged with hydrogen to replace the nitrogen atmosphere. The bottle is then placed on a shaking type agitato... Reactants: COC1=NC2=CC=CC=C2C=C1NC(OC1=CC=CC=C1)=O (Phenyl N-(2-methoxyquinolin-3-yl)carbamate), COC=1C=C(C=C(C1)OC)N1CCNCC1 (1-(3,5-dimethoxyphenyl)piperazine), C1CCC2=NCCCN2CC1 (DBU). Solvent: O1CCCC1 (tetrahydrofuran). Reaction conditions: time 2 hour. The product is COC1=NC2=CC=CC=C2C=C1NC(=O)N1CCN(CC1)C1=CC(=CC(=C1)OC)OC (1-[(2-Methoxyquinolin-3-yl)aminocarbonyl]-4-(3,5-dimethoxyphenyl)piperazin). Isolated yield 81.0%. Reaction SMILES: [CH3:1][O:2][C:3]1[C:12]([NH:13][C:14](=[O:22])OC2C=CC=CC=2)=[CH:11][C:10]2[C:5](=[CH:6][CH:7]=[CH:8][CH:9]=2)[N:4]=1.[CH3:23][O:24][C:25]1[CH:26]=[C:27]([N:33]2[CH2:38][CH2:37][NH:36][CH2:35][CH2:34]2)[CH:28]=[C:29]([O:31][CH3:32])[CH:30]=1.C1CCN2C(=NCCC2)CC1>O1CCCC1>[CH3:1][O:2][C:3]1[C:12]([NH:13][C:14]([N:36]2[CH2:35][CH2:34][N:33]([C:27]3[CH:26]=[C:25]([O:24][CH3:23])[CH:30]=[C:29]([O:31][CH3:32])[CH:28]=3)[CH2:38][CH2:37]2)=[O:22])=[CH:11][C:10]2[C:5](=[CH:6][CH:7]=[CH:8][CH:9]=2)[N:4]=1. Procedure: Phenyl N-(2-methoxyquinolin-3-yl)carbamate(148 mg, 0.5 mmol) and 1-(3,5-dimethoxyphenyl)piperazine(112 mg, 0.5 mmol) were dissolved in anhydrous tetrahydrofuran and DBU(117 mg, 0.75 mmol) was added. The solution was stirred at room temperature for 2 hours. The mixture was concentrated under the reduced pressure to remove tetrahydrofuran and purified by column chromatography(hexane:ether=5:1) to obtain the titled compound. Reactants: C(C(C)C)NC=1C(=NC=CC1)N1CCN(CC1)C(=O)C1=NC=C(C(=O)O)C=C1 (6-[1-[3-(isobutylamino)-2-pyridyl]piperazin-4-yl-carbonyl]nicotinic acid), NCCCN1C=NC=C1 (1-(3-aminopropyl)imidazole). Product: N1(C=NC=C1)CCCNC(C1=CN=C(C=C1)C(=O)N1CCN(CC1)C1=NC=CC=C1NCC(C)C)=O (N-[3-(1H-imidazol-1-yl)propyl]-6-[1-[3-(isobutylamino)-2-pyridyl]piperazin-4-yl-carbonyl]nicotinamide). Yield: 66.0%. RXN SMILES: [CH2:1]([NH:5][C:6]1[C:7]([N:12]2[CH2:17][CH2:16][N:15]([C:18]([C:20]3[CH:28]=[CH:27][C:23]([C:24]([OH:26])=O)=[CH:22][N:21]=3)=[O:19])[CH2:14][CH2:13]2)=[N:8][CH:9]=[CH:10][CH:11]=1)[CH:2]([CH3:4])[CH3:3].[NH2:29][CH2:30][CH2:31][CH2:32][N:33]1[CH:37]=[CH:36][N:35]=[CH:34]1>>[N:33]1([CH2:32][CH2:31][CH2:30][NH:29][C:24](=[O:26])[C:23]2[CH:27]=[CH:28][C:20]([C:18]([N:15]3[CH2:16][CH2:17][N:12]([C:7]4[C:6]([NH:5][CH2:1][CH:2]([CH3:3])[CH3:4])=[CH:11][CH:10]=[CH:9][N:8]=4)[CH2:13][CH2:14]3)=[O:19])=[N:21][CH:22]=2)[CH:37]=[CH:36][N:35]=[CH:34]1. Procedure details: By the same procedure as described in the example 81, synthesis was carried out starting with 6-[1-[3-(isobutylamino)-2-pyridyl]piperazin-4-yl-carbonyl]nicotinic acid and using 1-(3-aminopropyl)imidazole. And then, the product was recrystallized with isopropanol to give a desired compound. Reactants: [Al+3], C1CCOC1, [H-], [H-], [H-], [H-], [Li+], [Na+], O=C1COc2cccnc2N1, [OH-], O. Product: c1cnc2c(c1)OCCN2. RXN SMILES: [Al+3:13].[CH2:21]1[O:22][CH2:23][CH2:24][CH2:25]1.[H-:12].[H-:15].[H-:16].[H-:17].[Li+:14].[Na+:19].[O:1]1[c:2]2[c:3]([n:8][cH:9][cH:10][cH:11]2)[NH:4][C:5](=[O:7])[CH2:6]1.[OH-:18].[OH2:20]>>[O:1]1[c:2]2[c:3]([n:8][cH:9][cH:10][cH:11]2)[NH:4][CH2:5][CH2:6]1.